Dataset: the Open Reaction Database (ORD), a public repository of structured organic reaction records. Task: describe an organic reaction: reactants, conditions, products, and yield Reactants: C(C)OC(C(C(=O)OCC)(C1=CC=CC=C1)CO)=O (2-hydroxymethyl-2-phenylmalonic acid diethyl ester), Cl.C(C)N=C=NCCCN(C)C (1-ethyl-3-(3′-dimethylaminopropyl)carbodiimide hydrochloride), CC=1C=C(C=CC1[N+](=O)[O-])CC(=O)O ((3-Methyl-4-nitrophenyl)acetic acid). Reagents/catalysts: CN(C1=CC=NC=C1)C (4-dimethylaminopyridine). The solvent is C(Cl)Cl (methylene chloride). Conditions: time 8 hour. The product is C(C)OC(C(C(=O)OCC)(C1=CC=CC=C1)COC(CC1=CC(=C(C=C1)[N+](=O)[O-])C)=O)=O (2-[2-(3-Methyl-4-nitrophenyl)acetoxymethyl]-2-phenyl-malonic acid diethyl ester). Isolated yield 67.4%. Reaction SMILES: [CH3:1][C:2]1[CH:3]=[C:4]([CH2:11][C:12]([OH:14])=[O:13])[CH:5]=[CH:6][C:7]=1[N+:8]([O-:10])=[O:9].[CH2:15]([O:17][C:18](=[O:33])[C:19]([CH2:31]O)([C:25]1[CH:30]=[CH:29][CH:28]=[CH:27][CH:26]=1)[C:20]([O:22][CH2:23][CH3:24])=[O:21])[CH3:16].Cl.C(N=C=NCCCN(C)C)C>C(Cl)Cl.CN(C)C1C=CN=CC=1>[CH2:23]([O:22][C:20](=[O:21])[C:19]([CH2:31][O:13][C:12](=[O:14])[CH2:11][C:4]1[CH:5]=[CH:6][C:7]([N+:8]([O-:10])=[O:9])=[C:2]([CH3:1])[CH:3]=1)([C:25]1[CH:30]=[CH:29][CH:28]=[CH:27][CH:26]=1)[C:18]([O:17][CH2:15][CH3:16])=[O:33])[CH3:24] |f:2.3|. Reported procedure: The (3-Methyl-4-nitrophenyl)acetic acid (0.143 g) obtained in Example 1-3b) was dissolved in methylene chloride (5 mL). To the solution were added 2-hydroxymethyl-2-phenylmalonic acid diethyl ester (0.195 g) obtained in Example 1-2a), 4-dimethylaminopyridine (0.090 g) and 1-ethyl-3-(3′-dimethylaminopropyl)carbodiimide hydrochloride (0.141 g), and the mixture was stirred at room temperature overnight. The reaction mixture was concentrated and the residue was purified by column chromatography on s... Starting materials: Intermediate 11A, C(CC(=O)C)(=O)OCC (ethyl acetoacetate), COCC(=O)Cl (methoxyacetylchloride). The product is C(C)OC(C(C(COC)=O)C(C)=O)=O (rac-2-Acetyl-4-methoxy-3-oxo-butyric acid ethyl ester). As a reaction SMILES: [C:1]([O:7][CH2:8][CH3:9])(=[O:6])[CH2:2][C:3]([CH3:5])=[O:4].[CH3:10][O:11][CH2:12][C:13](Cl)=[O:14]>>[CH2:8]([O:7][C:1](=[O:6])[CH:2]([C:3](=[O:4])[CH3:5])[C:13](=[O:14])[CH2:12][O:11][CH3:10])[CH3:9]. Procedure: In analogy to the procedure described in Intermediate 11A], ethyl acetoacetate and methoxyacetylchloride gave the crude title compound in quantitative yield as yellow oil. MS: 202.9 (MH+). Reactants: C1(CCCCC1)N=C=NC1CCCCC1 (Dicyclohexylcarbodiimide), CCOCC (ether), C(C1=CN=CC=C1)(=O)O (Nicotinic acid), ON1C(CCC1=O)=O (N-hydroxysuccinimide). Run in O1CCOCC1 (dioxane), O1CCOCC1 (dioxane). Run at time 3 hour. The product is C(C1=CN=CC=C1)(=O)ON1C(CCC1=O)=O (N-Nicotinoyloxysuccinimide). Yield: 72.0%. RXN SMILES: [C:1]([OH:9])(=[O:8])[C:2]1[CH:7]=[CH:6][CH:5]=[N:4][CH:3]=1.O[N:11]1[C:15](=[O:16])[CH2:14][CH2:13][C:12]1=[O:17].C1(N=C=NC2CCCCC2)CCCCC1.CCOCC>O1CCOCC1>[C:1]([O:9][N:11]1[C:15](=[O:16])[CH2:14][CH2:13][C:12]1=[O:17])(=[O:8])[C:2]1[CH:7]=[CH:6][CH:5]=[N:4][CH:3]=1. Procedure: Nicotinic acid (4.025 g, 0.0327 mol) and N-hydroxysuccinimide (3.763 g, 0.0327 mol) were dissolved in 130 ml of dioxane. Dicyclohexylcarbodiimide (6.75 g, 0.032 mol) in 20 ml of dioxane was added. The reaction mixture was then stirred at room temperature for 3 hours. The dicyclohexylurea which precipitated was removed by filtration and the solvent was removed by rotary evaporation. The crude product was recrystallized from ethyl acetate to give light yellow crystals which were then waashed with ... Reactants: [F-].C(CCC)[N+](CCCC)(CCCC)CCCC (tetra-n-butylammonium fluoride), solution, C[Si](C#CC(CCCCCC)(O)C)(C)C (1-trimethylsilyl-3-methyl-1-nonyn-3-ol). RXN SMILES: C[Si](C)(C)[C:3]#[C:4][C:5]([CH3:13])([OH:12])[CH2:6][CH2:7][CH2:8][CH2:9][CH2:10][CH3:11].[F-].C([N+](CCCC)(CCCC)CCCC)CCC>O1CCCC1>[CH3:13][C:5]([OH:12])([CH2:6][CH2:7][CH2:8][CH2:9][CH2:10][CH3:11])[C:4]#[CH:3] |f:1.2|. Run at time 1 hour. Procedure details: Dissolve 1-trimethylsilyl-3-methyl-1-nonyn-3-ol (1.94 g, 9.13 mmol) in tetrahydrofuran (11 mL) and place under an argon atmosphere. Add, by dropwise addition, tetra-n-butylammonium fluoride (11 mL of a 1M solution in tetrahydrofuran, 11 mmol). Stir for 1 hour at room temperature and partition between methylene chloride and water. Separate the organic phase, wash with saturated aqueous sodium chloride, dry (MgSO4), filter and evaporate the solvent in vacuo to give the title compound. The product is CC(C#C)(CCCCCC)O (3-Methyl-1-nonyn-3-ol). Solvent: O1CCCC1 (tetrahydrofuran), O1CCCC1 (tetrahydrofuran).